From a dataset of the Open Reaction Database (ORD), a public repository of structured organic reaction records. describe an organic reaction: reactants, conditions, products, and yield Starting materials: C1=CC=CC=2C3=CC=CC=C3C(C12)=O (9H-fluorene-9-one), C[Mg+].[Br-] (MeMgBr). Run in C1CCOC1 (THF). Run at temperature 0 celsius. Yields the product CC1(C2=CC=CC=C2C=2C=CC=CC12)O (9-methy-9H-fluoren-9-ol). RXN SMILES: [CH:1]1[C:13]2[C:12](=[O:14])[C:11]3[C:6](=[CH:7][CH:8]=[CH:9][CH:10]=3)[C:5]=2[CH:4]=[CH:3][CH:2]=1.[CH3:15][Mg+].[Br-]>C1COCC1>[CH3:15][C:12]1([OH:14])[C:13]2[CH:1]=[CH:2][CH:3]=[CH:4][C:5]=2[C:6]2[C:11]1=[CH:10][CH:9]=[CH:8][CH:7]=2 |f:1.2|. Reported procedure: In a glovebox, in a 50 mL round bottom flask, 9H-fluorene-9-one (5.458 g, 30.3 mmol) was dissolved in 20 mL of THF and cooled to 0° C. for 30 minutes. MeMgBr (1.2 eq.) was then slowly added via syringe while stirring. A slurry formed once all of the Grignard was added. The reaction was allowed to stir for 48 hours. The flask was then removed from the glovebox and 4 mL of 2M NaOH were added. The mixture was washed with brine and the organic portion collected and dried over MgSO4, filtered and the... Starting materials: CC1=CC=CC(=C1C1=C(C=CC=C1C)[N+](=O)[O-])[N+](=O)[O-] (6,6'-Dimethyl-2,2'-dinitro-1,1'-biphenyl), O.NN (hydrazine hydrate), NN (hydrazine). The reagents and catalysts are [Ni] (Raney nickel). Solvent: C(C)O (ethanol), C(C)O (ethanol). Product: CC1=CC=CC(=C1C1=C(C=CC=C1C)N)N (6,6'-Dimethyl-2,2'-diamino-1,1'-biphenyl). As a reaction SMILES: [CH3:1][C:2]1[C:7]([C:8]2[C:13]([CH3:14])=[CH:12][CH:11]=[CH:10][C:9]=2[N+:15]([O-])=O)=[C:6]([N+:18]([O-])=O)[CH:5]=[CH:4][CH:3]=1.O.NN.NN>C(O)C.[Ni]>[CH3:14][C:13]1[C:8]([C:7]2[C:2]([CH3:1])=[CH:3][CH:4]=[CH:5][C:6]=2[NH2:18])=[C:9]([NH2:15])[CH:10]=[CH:11][CH:12]=1 |f:1.2|. Procedure details: The atmosphere of a 500 ml eggplant flask equipped with a three-way cock at the top and an Allihn condenser was dried under reduced pressure and displaced with nitrogen. In the flask was charged 13.6 g (50 mmole) of 6,6'-dimethyl-2,2'-dinitro-1,1'-biphenyl (7) as obtained in Preparation Example 4 and dissolved in 120 ml of warm 99% ethanol having been previously displaced with nitrogen, followed by stirring. To the mixture was added 35 ml (0.7 mole) of hydrazine hydrate having been displaced wit... Reactants: BrC1=CC=C2C=C(C(=C(C2=C1)C1=CC=C(C=C1)Cl)C(C(=O)OCC)OC(C)(C)C)C (ethyl 2-(7-bromo-1-(4-chlorophenyl)-3-methylnaphthalen-2-yl)-2-tert-butoxyacetate), CC(C)(C#C)N (2-methylbut-3-yn-2-amine). The product is NC(C#CC1=CC=C2C=C(C(=C(C2=C1)C1=CC=C(C=C1)Cl)C(C(=O)O)OC(C)(C)C)C)(C)C (2-(7-(3-amino-3-methylbut-1-ynyl)-1-(4-chlorophenyl)-3-methylnaphthalen-2-yl)-2-tert-butoxyacetic acid). As a reaction SMILES: Br[C:2]1[CH:11]=[C:10]2[C:5]([CH:6]=[C:7]([CH3:30])[C:8]([CH:19]([O:25][C:26]([CH3:29])([CH3:28])[CH3:27])[C:20]([O:22]CC)=[O:21])=[C:9]2[C:12]2[CH:17]=[CH:16][C:15]([Cl:18])=[CH:14][CH:13]=2)=[CH:4][CH:3]=1.[CH3:31][C:32]([NH2:36])([C:34]#[CH:35])[CH3:33]>>[NH2:36][C:32]([CH3:33])([CH3:31])[C:34]#[C:35][C:2]1[CH:11]=[C:10]2[C:5]([CH:6]=[C:7]([CH3:30])[C:8]([CH:19]([O:25][C:26]([CH3:28])([CH3:29])[CH3:27])[C:20]([OH:22])=[O:21])=[C:9]2[C:12]2[CH:13]=[CH:14][C:15]([Cl:18])=[CH:16][CH:17]=2)=[CH:4][CH:3]=1. Procedure: 2-(7-(3-Amino-3-methylbut-1-ynyl)-1-(4-chlorophenyl)-3-methylnaphthalen-2-yl)-2-tert-butoxyacetic acid (85) was prepared by the method of Example 67 from ethyl 2-(7-bromo-1-(4-chlorophenyl)-3-methylnaphthalen-2-yl)-2-tert-butoxyacetate using 2-methylbut-3-yn-2-amine. 1H-NMR: 400 MHz, (CD3OD) δ: 7.81 (d, J=8 Hz, 1H), 7.72 (s, 1H), 7.57 (m, 3H), 7.45 (d, J=8 Hz, 1H), 7.35 (s, 1H), 7.30 (d, J=8 Hz, 1H), 5.16 (s, 1H), 2.62 (s, 3H), 1.68 (s, 6H), 0.98 (s, 9H). LCMS-ESI+ (m/z): [M—NH2]+ calcd for C28H... Reactants: C=CCBr, CC#N, OC(c1ccccc1)(c1ccc(Cl)cc1)c1ncc[nH]1, [Na+], [OH-], O=[N+]([O-])c1cc([N+](=O)[O-])c(O)c([N+](=O)[O-])c1. Yields the product C=CCn1ccnc1C(O)(c1ccccc1)c1ccc(Cl)cc1. Reaction SMILES: [CH2:1]([CH:2]=[CH2:3])[Br:4].[CH3:43][C:44]#[N:45].[Cl:5][c:6]1[cH:7][cH:8][c:9]([C:12]([OH:13])([c:14]2[nH:15][cH:16][cH:17][n:18]2)[c:19]2[cH:20][cH:21][cH:22][cH:23][cH:24]2)[cH:10][cH:11]1.[Na+:26].[OH-:25].[OH:27][c:28]1[c:29]([N+:30](=[O:31])[O-:32])[cH:33][c:34]([N+:35](=[O:36])[O-:37])[cH:38][c:39]1[N+:40](=[O:41])[O-:42]>>[CH2:1]([CH:2]=[CH2:3])[n:15]1[c:14]([C:12]([c:9]2[cH:8][cH:7][c:6]([Cl:5])[cH:11][cH:10]2)([OH:13])[c:19]2[cH:20][cH:21][cH:22][cH:23][cH:24]2)[n:18][cH:17][cH:16]1. Reactants: OC1(CNCC1)C#C (rac-3-Hydroxy-3-ethynyl-pyrrolidine), C(C)(=O)C=1C=C(NC1)\C=C\1/C(NC2=CC=C(C(=C12)I)F)=O ((Z)-3-[(4-Acetyl-1H-pyrrol-2-yl)methylene]-1,3-dihydro-5-fluoro-4-iodo-2H-indol-2-one). Reagents/catalysts: C=1C=CC(=CC1)[P](C=2C=CC=CC2)(C=3C=CC=CC3)[Pd]([P](C=4C=CC=CC4)(C=5C=CC=CC5)C=6C=CC=CC6)([P](C=7C=CC=CC7)(C=8C=CC=CC8)C=9C=CC=CC9)[P](C=1C=CC=CC1)(C=1C=CC=CC1)C=1C=CC=CC1 ((Ph3P)4Pd). The solvent is CN(C)C=O (DMF), CCN(CC)CC (Et3N). Yields the product C(C)(=O)C=1C=C(NC1)\C=C\1/C(NC2=CC=C(C(=C12)C#CC1(CNCC1)O)F)=O (rac-(Z)-3-[(4-Acetyl-1H-pyrrol-2-yl)methylene]-1,3-dihydro-5-fluoro-4-[(3-hydroxy-pyrrolidin-3-yl)ethynyl]-2H-indol-2-one). Reaction SMILES: [OH:1][C:2]1([C:7]#[CH:8])[CH2:6][CH2:5][NH:4][CH2:3]1.[C:9]([C:12]1[CH:13]=[C:14](/[CH:17]=[C:18]2\[C:19](=[O:29])[NH:20][C:21]3[C:26]\2=[C:25](I)[C:24]([F:28])=[CH:23][CH:22]=3)[NH:15][CH:16]=1)(=[O:11])[CH3:10]>C1C=CC([P]([Pd]([P](C2C=CC=CC=2)(C2C=CC=CC=2)C2C=CC=CC=2)([P](C2C=CC=CC=2)(C2C=CC=CC=2)C2C=CC=CC=2)[P](C2C=CC=CC=2)(C2C=CC=CC=2)C2C=CC=CC=2)(C2C=CC=CC=2)C2C=CC=CC=2)=CC=1.CN(C=O)C.CCN(CC)CC>[C:9]([C:12]1[CH:13]=[C:14](/[CH:17]=[C:18]2\[C:19](=[O:29])[NH:20][C:21]3[C:26]\2=[C:25]([C:8]#[C:7][C:2]2([OH:1])[CH2:6][CH2:5][NH:4][CH2:3]2)[C:24]([F:28])=[CH:23][CH:22]=3)[NH:15][CH:16]=1)(=[O:11])[CH3:10] |^1:33,35,54,73|. Reported procedure: Using Method C above, rac-3-hydroxy-3-ethynyl-pyrrolidine (35.1 mg, 0.32 mmol) (Example 97C) was coupled with (Z)-3-[(4-acetyl-1H-pyrrol-2-yl)methylene]-1,3-dihydro-5-fluoro-4-iodo-2H-indol-2-one (50 mg, 0.13 mmol) (see Example 90B) using (Ph3P)4Pd (15 mg) and Cul (3.0 mg) as catalyst in DMF (3 mL) and Et3N (3 mL) as solvent at 85° C. for 5 h. (Yield 10 mg, 21%). Starting materials: CN1C(=NC(=C1C#N)[N+](=O)[O-])CO (1-methyl-2-hydroxymethyl-4-nitro-5-cyanoimidazole), S(=O)(Cl)Cl (thionyl chloride). Run in C1=CC=CC=C1 (benzene). Product: CN1C(=NC(=C1C#N)[N+](=O)[O-])CCl (1-Methyl-2-chloromethyl-4-nitro-5-cyanoimidazole). Reaction SMILES: [CH3:1][N:2]1[C:6]([C:7]#[N:8])=[C:5]([N+:9]([O-:11])=[O:10])[N:4]=[C:3]1[CH2:12]O.S(Cl)([Cl:16])=O>C1C=CC=CC=1>[CH3:1][N:2]1[C:6]([C:7]#[N:8])=[C:5]([N+:9]([O-:11])=[O:10])[N:4]=[C:3]1[CH2:12][Cl:16]. Procedure: 1.6 G. of 1-methyl-2-hydroxymethyl-4-nitro-5-cyanoimidazole is dissolved in 25 ml. of benzene and treated with 2.7 ml. of thionyl chloride. The reaction mixture is refluxed for 1 hour, cooled, filtered and evaporated to dryness. The residue is recrystallized from isopropanol affording 0.6 g. of 1-methyl-2-chloromethyl-4-nitro-5-cyanoimidazole. Starting materials: C1CCOC1, Nc1cc(F)ccc1[N+](=O)[O-], O=[N+]([O-])c1cnc(Cl)nc1NCc1c(F)cccc1F, [H-], [Na+]. Product: O=[N+]([O-])c1ccc(F)cc1Nc1ncc([N+](=O)[O-])c(NCc2c(F)cccc2F)n1. As a reaction SMILES: [CH2:34]1[O:35][CH2:36][CH2:37][CH2:38]1.[F:23][c:24]1[cH:25][cH:26][c:27]([N+:31](=[O:32])[O-:33])[c:28]([NH2:29])[cH:30]1.[F:3][c:4]1[c:5]([CH2:6][NH:7][c:8]2[n:9][c:10]([Cl:17])[n:11][cH:12][c:13]2[N+:14](=[O:15])[O-:16])[c:18]([F:22])[cH:19][cH:20][cH:21]1.[H-:1].[Na+:2]>>[F:3][c:4]1[c:5]([CH2:6][NH:7][c:8]2[n:9][c:10]([NH:29][c:28]3[c:27]([N+:31](=[O:32])[O-:33])[cH:26][cH:25][c:24]([F:23])[cH:30]3)[n:11][cH:12][c:13]2[N+:14](=[O:15])[O-:16])[c:18]([F:22])[cH:19][cH:20][cH:21]1.